Dataset: the Open Reaction Database (ORD), a public repository of structured organic reaction records. Task: describe an organic reaction: reactants, conditions, products, and yield The reactants are C(C)C1(C(=O)OC(C1)=O)CC (2,2-diethylsuccinic acid anhydride), FC1=CC=C2C=CC(=NC2=C1)COC=1C=C(N)C=CC1 (3-(7-fluoro-2-quinolinylmethoxy)aniline). Yields the product FC1=CC=C2C=CC(=NC2=C1)COC=1C=C(C=CC1)NC(CC(C(=O)O)(CC)CC)=O (4-[3-(7-fluoro-2-quinolinylmethoxy)phenylamino]-2,2-diethyl-4-oxobutanoic acid). As a reaction SMILES: [CH2:1]([C:3]1([CH2:10][CH3:11])[CH2:8][C:7](=[O:9])[O:6][C:4]1=[O:5])[CH3:2].[F:12][C:13]1[CH:22]=[C:21]2[C:16]([CH:17]=[CH:18][C:19]([CH2:23][O:24][C:25]3[CH:26]=[C:27]([CH:29]=[CH:30][CH:31]=3)[NH2:28])=[N:20]2)=[CH:15][CH:14]=1>>[F:12][C:13]1[CH:22]=[C:21]2[C:16]([CH:17]=[CH:18][C:19]([CH2:23][O:24][C:25]3[CH:26]=[C:27]([NH:28][C:7](=[O:9])[CH2:8][C:3]([CH2:10][CH3:11])([CH2:1][CH3:2])[C:4]([OH:6])=[O:5])[CH:29]=[CH:30][CH:31]=3)=[N:20]2)=[CH:15][CH:14]=1. Procedure: The title compound is prepared analogously to the compound described in Example 20 from 2,2-diethylsuccinic acid anhydride and 3-(7-fluoro-2-quinolinylmethoxy)aniline; colourless crystals of m.p. 166°-167°.